From a dataset of the Open Reaction Database (ORD), a public repository of structured organic reaction records. describe an organic reaction: reactants, conditions, products, and yield Starting materials: Cl.OC1(CCN(CC1)CC(O)COC1=C(C=CC=C1)OCC=C)C1=C2C=CNC2=CC=C1 (4-hydroxy-4-(1H-indol-4-yl)-α-[[2-(2-propenyloxy)-phenoxy]-methyl]1-piperidine-ethanol hydrochloride), Cl (hydrochloric acid), C(C)O (ethanol), C([O-])([O-])=O.[K+].[K+] (potassium carbonate). Solvent: O (water). Yields the product N1C=CC2=C(C=CC=C12)C=1CCN(CC1)CC(O)COC1=C(C=CC=C1)OCC=C (4-(1H-indole-4-yl)-α-[[2-(2-propenyloxy)-phenoxy]-methyl]-1,2,3,6-tetrahydro-1-pyridine ethanol). Isolated yield 93.9%. RXN SMILES: Cl.O[C:3]1([C:24]2[CH:32]=[CH:31][CH:30]=[C:29]3[C:25]=2[CH:26]=[CH:27][NH:28]3)[CH2:8][CH2:7][N:6]([CH2:9][CH:10]([CH2:12][O:13][C:14]2[CH:19]=[CH:18][CH:17]=[CH:16][C:15]=2[O:20][CH2:21][CH:22]=[CH2:23])[OH:11])[CH2:5][CH2:4]1.Cl.C(O)C.C(=O)([O-])[O-].[K+].[K+]>O>[NH:28]1[C:29]2[C:25](=[C:24]([C:3]3[CH2:8][CH2:7][N:6]([CH2:9][CH:10]([CH2:12][O:13][C:14]4[CH:19]=[CH:18][CH:17]=[CH:16][C:15]=4[O:20][CH2:21][CH:22]=[CH2:23])[OH:11])[CH2:5][CH:4]=3)[CH:32]=[CH:31][CH:30]=2)[CH:26]=[CH:27]1 |f:0.1,4.5.6|. Procedure: A solution of 9.3 g of the free base of Example 10, 300 ml of lN hydrochloric acid and 100 ml of ethanol was refluxed for 3 hours and the mixture was diluted with water and made alkaline. The aqueous phase was saturated with potassium carbonate and was extracted with ethyl acetate. The organic phase was chromatographed over silica gel and eluted with a 6-3-1 cyclohexane-chloroform-triethylamine mixture to obtain 7.7 g of 4-(1H-indole-4-yl)-α-[[2-(2-propenyloxy)-phenoxy]-methyl]-1,2,3,6-tetrahydr... Starting materials: CCOC(=O)c1cc(N)nc(Cl)c1, CC(=O)OC(C)=O, CN(C)c1ccncc1, c1ccncc1. Yields the product CCOC(=O)c1cc(Cl)nc(NC(C)=O)c1. As a reaction SMILES: [CH2:1]([CH3:2])[O:3][C:4]([c:5]1[cH:6][c:7]([NH2:12])[n:8][c:9]([Cl:11])[cH:10]1)=[O:13].[CH3:14][C:15](=[O:16])[O:17][C:18](=[O:19])[CH3:20].[CH3:27][N:28]([c:29]1[cH:30][cH:31][n:32][cH:33][cH:34]1)[CH3:35].[cH:21]1[cH:22][cH:23][n:24][cH:25][cH:26]1>>[CH2:1]([CH3:2])[O:3][C:4]([c:5]1[cH:6][c:7]([NH:12][C:15]([CH3:14])=[O:16])[n:8][c:9]([Cl:11])[cH:10]1)=[O:13]. Starting materials: CC(=O)CC(=O)NCCCBr, c1ccc2c(c1)CCNC2, CC(C)=O, [K+], [K+], O=C([O-])[O-]. The product is CC(=O)CC(=O)NCCCN1CCc2ccccc2C1. Reaction SMILES: [Br:1][CH2:2][CH2:3][CH2:4][NH:5][C:6]([CH2:7][C:8](=[O:9])[CH3:10])=[O:11].[CH2:12]1[NH:13][CH2:14][CH2:15][c:16]2[cH:17][cH:18][cH:19][cH:20][c:21]21.[CH3:28][C:29](=[O:30])[CH3:31].[K+:22].[K+:23].[O-:24][C:25]([O-:26])=[O:27]>>[CH2:2]([CH2:3][CH2:4][NH:5][C:6]([CH2:7][C:8](=[O:9])[CH3:10])=[O:11])[N:13]1[CH2:12][c:21]2[c:16]([cH:17][cH:18][cH:19][cH:20]2)[CH2:15][CH2:14]1. Reactants: C(C)(C)OC(N[C@H]1CC2=C(N(C=3C=CC(=CC23)C=O)CC2=NC=CC=C2)C1)=O ((S)-(7-formyl-4-pyridin-2-ylmethyl-1,2,3,4-tetrahydro-cyclopenta[b]indol-2-yl)-carbamic acid isopropyl ester), [OH-].[Na+] (sodium hydroxide), Cl.CON (methoxyamine hydrochloride). The solvent is C(C)(=O)OCC (ethyl acetate), CO (methanol). The product is C(C)(C)OC(N[C@H]1CC2=C(N(C=3C=CC(=CC23)C=NOC)CC2=NC=CC=C2)C1)=O ((S)-[7-(Methoxyimino-methyl)-4-pyridin-2-ylmethyl-1,2,3,4-tetrahydro-cyclopenta[b]indol-2-yl]-carbamic acid isopropyl ester). The yield is 27.2%. Reaction SMILES: [CH:1]([O:4][C:5](=[O:28])[NH:6][C@@H:7]1[CH2:27][C:10]2[N:11]([CH2:20][C:21]3[CH:26]=[CH:25][CH:24]=[CH:23][N:22]=3)[C:12]3[CH:13]=[CH:14][C:15]([CH:18]=O)=[CH:16][C:17]=3[C:9]=2[CH2:8]1)([CH3:3])[CH3:2].[OH-].[Na+].Cl.[CH3:32][O:33][NH2:34]>CO.C(OCC)(=O)C>[CH:1]([O:4][C:5](=[O:28])[NH:6][C@@H:7]1[CH2:27][C:10]2[N:11]([CH2:20][C:21]3[CH:26]=[CH:25][CH:24]=[CH:23][N:22]=3)[C:12]3[CH:13]=[CH:14][C:15]([CH:18]=[N:34][O:33][CH3:32])=[CH:16][C:17]=3[C:9]=2[CH2:8]1)([CH3:3])[CH3:2] |f:1.2,3.4|. Reported procedure: Dissolve (S)-(7-formyl-4-pyridin-2-ylmethyl-1,2,3,4-tetrahydro-cyclopenta[b]indol-2-yl)-carbamic acid isopropyl ester (181 mg, 0.48 mmol) in methanol (10 mL) and 1.0 N sodium hydroxide (2.4 ml, 2.4 mmol). Add methoxyamine hydrochloride (120 mg, 1.44 mmol) and stir at room temperature overnight. Dilute with ethyl acetate, wash with 10% potassium carbonate, dry over anhydrous sodium sulfate, filter, and concentrate. Purify the crude product on a 12 g silica gel column eluting with 30% ethyl acetat... Reactants: C(#CCCCC)C=1C=2N(C=CC1NC(OCC)=O)C=C(N2)C (Ethyl [8-(hex-1-ynyl)-2-methylimidazo[1,2-a]pyridine-7-yl]carbamate), [K+].[Br-] (KBr). Yields the product C(CCC)C1=CC2=C3N(C=CC2=N1)CC(=N3)C (8-butyl-2-methylimidazo[1,2-a]pyrrolo[3,2-c]pyridine). As a reaction SMILES: [C:1]([C:7]1[C:8]2[N:9]([CH:19]=[C:20]([CH3:22])[N:21]=2)[CH:10]=[CH:11][C:12]=1[NH:13]C(=O)OCC)#[C:2][CH2:3][CH2:4][CH2:5][CH3:6].[K+].[Br-]>>[CH2:3]([C:2]1[N:13]=[C:12]2[C:7](=[C:8]3[N:21]=[C:20]([CH3:22])[CH2:19][N:9]3[CH:10]=[CH:11]2)[CH:1]=1)[CH2:4][CH2:5][CH3:6] |f:1.2|. Reported procedure: From 25c (yield: 55%); mp 162° C.; IR (KBr) 3061, 2924, 1637, 1528 cm−1; 1H NMR (400 MHz, CDCl3) δ 0.82 (t, 3H, J=7.6 Hz), 1.28 (m, 2H), 1.60 (m, 2H), 2.43 (s, 3H), 2.69 (t, 2H, J=7.6 Hz), 6.56 (s, 1H), 6.82 (d, 1H, J=7.1 Hz), 7.20 (s, 1H), 7.62 (d, 1H, J=7.1 Hz), 10.37 (s, 1H); 13C NMR (100 MHz, CDCl3) δ 13.8, 14.2, 22.3, 27.8, 31.5, 98.8, 101.2, 108.9, 114.1, 118.8, 130.4, 139.1, 139.8, 142.0. Anal. Calcd for C14H17N3: C, 73.98; H, 7.54; N, 18.49. Found: C, 74.05; H, 7.51; N, 18.29. Yields the product BrCCOc1ccc(I)cc1. As a reaction SMILES: [Br:9][CH2:10][CH2:11][Br:12].[C:13](=[O:14])([O-:15])[O-:16].[K+:17].[K+:18].[OH:1][c:2]1[cH:3][cH:4][c:5]([I:6])[cH:7][cH:8]1>>[O:1]([c:2]1[cH:3][cH:4][c:5]([I:6])[cH:7][cH:8]1)[CH2:11][CH2:10][Br:9]. Starting materials: BrCCBr, O=C([O-])[O-], [K+], [K+], Oc1ccc(I)cc1.